From a dataset of the Open Reaction Database (ORD), a public repository of structured organic reaction records. describe an organic reaction: reactants, conditions, products, and yield Reactants: CCOC(=O)c1[nH]c2ccncc2c1Nc1ccc(I)cc1F, C#CCBr, C1CCC2=NCCCN2CC1, C1CCOC1. The product is C#CCn1c(C(=O)OCC)c(Nc2ccc(I)cc2F)c2cnccc21. RXN SMILES: [CH2:1]([CH3:2])[O:3][C:4](=[O:5])[c:6]1[c:7]([NH:15][c:16]2[c:17]([F:23])[cH:18][c:19]([I:22])[cH:20][cH:21]2)[c:8]2[cH:9][n:10][cH:11][cH:12][c:13]2[nH:14]1.[CH2:24]([C:25]#[CH:26])[Br:27].[CH2:28]1[CH2:29][CH2:30][C:31]2=[N:36][CH2:35][CH2:34][CH2:33][N:32]2[CH2:37][CH2:38]1.[CH2:39]1[O:40][CH2:41][CH2:42][CH2:43]1>>[CH2:1]([CH3:2])[O:3][C:4](=[O:5])[c:6]1[c:7]([NH:15][c:16]2[c:17]([F:23])[cH:18][c:19]([I:22])[cH:20][cH:21]2)[c:8]2[cH:9][n:10][cH:11][cH:12][c:13]2[n:14]1[CH2:26][C:25]#[CH:24]. Reactants: Cl.Cl.CO[C@@H]1C[C@H](N(C1)C)COC=1C=NC=CC1 (3-((trans-4-methoxy-1-methyl-2-(S)-pyrrolidinyl)methoxy)pyridine dihydrochloride), CO (Methanol). Run in C1CCOC1 (THF). The product is COC1C[C@H](N(C1)C)COC=1C=NC=CC1 (3-((4-methoxy-1-methyl-2-(S)-pyrrolidinyl)methoxy)pyridine). As a reaction SMILES: Cl.Cl.[CH3:3][O:4][C@H:5]1[CH2:9][N:8]([CH3:10])[C@H:7]([CH2:11][O:12][C:13]2[CH:14]=[N:15][CH:16]=[CH:17][CH:18]=2)[CH2:6]1.CO>C1COCC1>[CH3:3][O:4][CH:5]1[CH2:9][N:8]([CH3:10])[C@H:7]([CH2:11][O:12][C:13]2[CH:14]=[N:15][CH:16]=[CH:17][CH:18]=2)[CH2:6]1 |f:0.1.2|. Procedure: To the compound from step 47a above, dissolved in 4 mL of THF, was added 3.39 mL of BH3 and the mixture was heated at reflux for 2 hours. Methanol was added to the reaction mixture and evaporated. The residue was dissolved in anhydrous ethanol. Cesium fluoride was added, and the resultant solution was stirred under reflux for 16 hr. Evaporation of the solvent provided a white solid which was purified on a silica gel column. MS (DCI/NH3) m/e: 223 (M+H)+. 1H NMR (CDCl3, 300 MHz) δ: 8.34 (m, 1H), 8... Reactants: O[C@@H](CC(CC(=O)O)=O)CO ((S)-5,6-dihydroxy-3-oxohexanoic acid), ( 2 ), ( 3 ), ( 2 ). Reagents/catalysts: [Ru] (ruthenium). Run in alcohol, CO (methanol), C(C)O (ethanol), C(C)(C)O (iso-propanol), C(C)(C)(C)O (tert-butyl alcohol). Yields the product O[C@@H](CC(=O)O)C[C@@H](CO)O ((3R,5S)-3,5,6-trihydroxyhexanoic acid). Reaction SMILES: [OH:1][C@H:2]([CH2:10][OH:11])[CH2:3][C:4](=[O:9])[CH2:5][C:6]([OH:8])=[O:7]>CO.C(O)C.C(O)(C)C.C(O)(C)(C)C.[Ru]>[OH:9][C@H:4]([CH2:3][C@H:2]([OH:1])[CH2:10][OH:11])[CH2:5][C:6]([OH:8])=[O:7]. Procedure: That is, the (S)-5,6-dihydroxy-3-oxohexanoic acid derivative shown by formula (2) is dissolved in an alcohol such as methanol, ethanol, iso-propanol, tert-butyl alcohol, etc., the ruthenium-optically active phosphine complex shown by formula (3) is added to the solution in an amount of from 0.0001 to 0.002 mol, and preferably from 0.0001 to 0.001 mol, per mol of the compound of formula (2), the hydrogenation is carried out under a hydrogen pressure of from 10 to 120 kg/cm2, and preferably from 2... Starting materials: CC(C)(C)c1ccc2c(c1)CCC2=O, CON, Cl, c1ccncc1. The product is CON=C1CCc2cc(C(C)(C)C)ccc21. As a reaction SMILES: [C:1]([CH3:2])([CH3:3])([CH3:4])[c:5]1[cH:6][c:7]2[c:11]([cH:12][cH:13]1)[C:10](=[O:14])[CH2:9][CH2:8]2.[CH3:16][O:17][NH2:18].[ClH:15].[cH:19]1[cH:20][cH:21][n:22][cH:23][cH:24]1>>[C:1]([CH3:2])([CH3:3])([CH3:4])[c:5]1[cH:6][c:7]2[c:11]([cH:12][cH:13]1)[C:10](=[N:18][O:17][CH3:16])[CH2:9][CH2:8]2. Reactants: ClC1=CC=C(C=C1)B(O)O (4-chlorophenyboronic acid), C(C)(C)(C)O[C@H](C(=O)OCC)C1=C(C2=C(N=C(S2)C2=CC(=NC=C2)N2CCN(CC2)C)C=C1C)OS(=O)(=O)C(F)(F)F ((S)-ethyl 2-tert-butoxy-2-(5-methyl-2-(2-(4-methylpiperazin-1-yl)pyridin-4-yl)-7-(trifluoromethylsulfonyloxy)benzo[d]thiazol-6-yl)acetate), ClC1=CC=C(C=C1)B(O)O (4-chlorophenyboronic acid), C([O-])([O-])=O.[K+].[K+] (potassium carbonate). Reagents/catalysts: CC(C)(C)OC.COC1=C(C(=CC=C1)OC)C2=CC=CC=C2P(C3CCCCC3)C4CCCCC4.C1=CC=C([C-]=C1)CCN.Cl[Pd+] (SPhos precatalyst), CC(C)(C)OC.COC1=C(C(=CC=C1)OC)C2=CC=CC=C2P(C3CCCCC3)C4CCCCC4.C1=CC=C([C-]=C1)CCN.Cl[Pd+] (SPhos precatalyst). Solvent: C(C)(=O)OCC (ethyl acetate), C(OC)COC (dimethoxyethane). Run at temperature 120 celsius. Product: C(C)(C)(C)O[C@H](C(=O)OCC)C1=C(C2=C(N=C(S2)C2=CC(=NC=C2)N2CCOCC2)C=C1C)C1=CC=C(C=C1)Cl ((S)-ethyl 2-tert-butoxy-2-(7-(4-chlorophenyl)-5-methyl-2-(2-morpholinopyridin-4-yl)benzo[d]thiazol-6-yl)acetate). Reaction SMILES: [C:1]([O:5][C@@H:6]([C:12]1[C:33]([CH3:34])=[CH:32][C:15]2[N:16]=[C:17]([C:19]3[CH:24]=[CH:23][N:22]=[C:21]([N:25]4[CH2:30][CH2:29]N(C)[CH2:27][CH2:26]4)[CH:20]=3)[S:18][C:14]=2[C:13]=1OS(C(F)(F)F)(=O)=O)[C:7]([O:9][CH2:10][CH3:11])=[O:8])([CH3:4])([CH3:3])[CH3:2].[Cl:43][C:44]1[CH:49]=[CH:48][C:47](B(O)O)=[CH:46][CH:45]=1.C(=O)([O-])[O-:54].[K+].[K+]>CC(OC)(C)C.COC1C=CC=C(OC)C=1C1C(P(C2CCCCC2)C2CCCCC2)=CC=CC=1.C1C=[C-]C(CCN)=CC=1.Cl[Pd+].C(COC)OC.C(OCC)(=O)C>[C:1]([O:5][C@@H:6]([C:12]1[C:33]([CH3:34])=[CH:32][C:15]2[N:16]=[C:17]([C:19]3[CH:24]=[CH:23][N:22]=[C:21]([N:25]4[CH2:26][CH2:27][O:54][CH2:29][CH2:30]4)[CH:20]=3)[S:18][C:14]=2[C:13]=1[C:47]1[CH:48]=[CH:49][C:44]([Cl:43])=[CH:45][CH:46]=1)[C:7]([O:9][CH2:10][CH3:11])=[O:8])([CH3:4])([CH3:2])[CH3:3] |f:2.3.4,5.6.7.8|. Procedure: A mixture of (S)-ethyl 2-tert-butoxy-2-(5-methyl-2-(2-(4-methylpiperazin-1-yl)pyridin-4-yl)-7-(trifluoromethylsulfonyloxy)benzo[d]thiazol-6-yl)acetate (20 mg, 0.0324 mmol), 4-chlorophenyboronic acid (10 mg, 0.063 mmol), SPhos precatalyst (3.3 mg, 0.0049 mmol) and powdered potassium carbonate (18 mg, 0.129 mmol) in anhydrous dimethoxyethane (0.75 mL) was sparged with nitrogen for 5 minutes, then heated in microwave at 120° C. for 1.5 h. Added more 4-chlorophenyboronic acid and SPhos precatalyst (... Starting materials: BrC=1C=NC(=NC1)C=1C=NC(=CC1)OCCCCCCCC (5-bromo-2-(6-octyloxypyridin-3-yl)pyrimidine), FC1=C(C=CC(=C1F)CCCCCCCC)B(O)O (2,3-difluoro-4-octylphenylboronic acid), C([O-])([O-])=O.[Na+].[Na+] (sodium carbonate), C(C)O (ethanol). Reagents/catalysts: C=1C=CC(=CC1)[P](C=2C=CC=CC2)(C=3C=CC=CC3)[Pd]([P](C=4C=CC=CC4)(C=5C=CC=CC5)C=6C=CC=CC6)([P](C=7C=CC=CC7)(C=8C=CC=CC8)C=9C=CC=CC9)[P](C=1C=CC=CC1)(C=1C=CC=CC1)C=1C=CC=CC1 (tetrakis(triphenylphosphine)palladium(0)). The solvent is C1(=CC=CC=C1)C (toluene), O (water). Product: FC1=C(C=CC(=C1F)CCCCCCCC)C=1C=NC(=NC1)C=1C=NC(=CC1)OCCCCCCCC (5-(2,3-difluoro-4-octylphenyl)-2-(6-octyloxypyridin-3-yl)pyrimidine). The yield is 84.1%. RXN SMILES: Br[C:2]1[CH:3]=[N:4][C:5]([C:8]2[CH:9]=[N:10][C:11]([O:14][CH2:15][CH2:16][CH2:17][CH2:18][CH2:19][CH2:20][CH2:21][CH3:22])=[CH:12][CH:13]=2)=[N:6][CH:7]=1.[F:23][C:24]1[C:29]([F:30])=[C:28]([CH2:31][CH2:32][CH2:33][CH2:34][CH2:35][CH2:36][CH2:37][CH3:38])[CH:27]=[CH:26][C:25]=1B(O)O.C(=O)([O-])[O-].[Na+].[Na+].C(O)C>C1(C)C=CC=CC=1.C1C=CC([P]([Pd]([P](C2C=CC=CC=2)(C2C=CC=CC=2)C2C=CC=CC=2)([P](C2C=CC=CC=2)(C2C=CC=CC=2)C2C=CC=CC=2)[P](C2C=CC=CC=2)(C2C=CC=CC=2)C2C=CC=CC=2)(C2C=CC=CC=2)C2C=CC=CC=2)=CC=1.O>[F:23][C:24]1[C:29]([F:30])=[C:28]([CH2:31][CH2:32][CH2:33][CH2:34][CH2:35][CH2:36][CH2:37][CH3:38])[CH:27]=[CH:26][C:25]=1[C:2]1[CH:3]=[N:4][C:5]([C:8]2[CH:9]=[N:10][C:11]([O:14][CH2:15][CH2:16][CH2:17][CH2:18][CH2:19][CH2:20][CH2:21][CH3:22])=[CH:12][CH:13]=2)=[N:6][CH:7]=1 |f:2.3.4,^1:61,63,82,101|. Reported procedure: The reaction of 3.5 mmol of 5-bromo-2-(6-octyloxypyridin-3-yl)pyrimidine, 3.85 mmol of 2,3-difluoro-4-octylphenylboronic acid, 7 mmol of sodium carbonate and 0.04 mmol of tetrakis(triphenylphosphine)palladium(0) in 20 ml of toluene: 10 ml of ethanol and 10 ml of water it carried out analogously to the procedure indicated for Example 1a). The crude product is separated off by column chromatography on silica gel 60 using heptane/ethyl acetate 9:1 (v/v) as eluent and is recrystallized from acetonit... Reactants: O=C(Cl)OCc1ccccc1, Cl, O=C(O)C(F)(F)F, NC(Cc1ccc(C2CC(=O)NS2(=O)=O)cc1)C(=O)O, [Na+], C1CCOC1, [OH-], O. Product: O=C1CC(c2ccc(CC(NC(=O)OCc3ccccc3)C(=O)O)cc2)S(=O)(=O)N1. As a reaction SMILES: [Cl:30][C:31](=[O:32])[O:33][CH2:34][c:35]1[cH:36][cH:37][cH:38][cH:39][cH:40]1.[ClH:41].[F:1][C:2]([F:3])([F:4])[C:5]([OH:6])=[O:7].[NH2:8][CH:9]([C:10](=[O:11])[OH:12])[CH2:13][c:14]1[cH:15][cH:16][c:17]([CH:20]2[CH2:21][C:22](=[O:27])[NH:23][S:24]2(=[O:25])=[O:26])[cH:18][cH:19]1.[Na+:29].[O:42]1[CH2:43][CH2:44][CH2:45][CH2:46]1.[OH-:28].[OH2:47]>>[NH:8]([CH:9]([C:10](=[O:11])[OH:12])[CH2:13][c:14]1[cH:15][cH:16][c:17]([CH:20]2[CH2:21][C:22](=[O:27])[NH:23][S:24]2(=[O:25])=[O:26])[cH:18][cH:19]1)[C:31](=[O:32])[O:33][CH2:34][c:35]1[cH:36][cH:37][cH:38][cH:39][cH:40]1. Starting materials: C=CCN, Cc1cccc(OC2CN(C(=O)Cl)C2)c1, C1CCOC1, O. Yields the product C=CCNC(=O)N1CC(Oc2cccc(C)c2)C1. RXN SMILES: [CH2:16]([CH:17]=[CH2:18])[NH2:19].[CH3:1][c:2]1[cH:3][c:4]([O:5][CH:6]2[CH2:7][N:8]([C:10](=[O:11])[Cl:12])[CH2:9]2)[cH:13][cH:14][cH:15]1.[O:20]1[CH2:21][CH2:22][CH2:23][CH2:24]1.[OH2:25]>>[CH3:1][c:2]1[cH:3][c:4]([O:5][CH:6]2[CH2:7][N:8]([C:10](=[O:11])[NH:19][CH2:16][CH:17]=[CH2:18])[CH2:9]2)[cH:13][cH:14][cH:15]1.